From a dataset of the Open Reaction Database (ORD), a public repository of structured organic reaction records. describe an organic reaction: reactants, conditions, products, and yield Starting materials: O=C(NC1CCCCC1O)c1cnc(OCC2CC2)c(Br)c1, OB(O)c1ccc(C(F)(F)F)cc1. Product: O=C(NC1CCCCC1O)c1cnc(OCC2CC2)c(-c2ccc(C(F)(F)F)cc2)c1. Reaction SMILES: [Br:1][c:2]1[c:3]([O:18][CH2:19][CH:20]2[CH2:21][CH2:22]2)[n:4][cH:5][c:6]([C:7](=[O:8])[NH:9][CH:10]2[CH:11]([OH:16])[CH2:12][CH2:13][CH2:14][CH2:15]2)[cH:17]1.[F:23][C:24]([c:25]1[cH:26][cH:27][c:28]([B:31]([OH:32])[OH:33])[cH:29][cH:30]1)([F:34])[F:35]>>[c:2]1(-[c:28]2[cH:27][cH:26][c:25]([C:24]([F:23])([F:34])[F:35])[cH:30][cH:29]2)[c:3]([O:18][CH2:19][CH:20]2[CH2:21][CH2:22]2)[n:4][cH:5][c:6]([C:7](=[O:8])[NH:9][CH:10]2[CH:11]([OH:16])[CH2:12][CH2:13][CH2:14][CH2:15]2)[cH:17]1. Reactants: CC(Br)Br, C[SiH](C)C, [Cl-], Cc1ccc(Cl)c(CBr)c1F, Clc1cc(Cl)ncn1, C1CCOC1, O, [Zn]. Product: Cc1ccc(Cl)c(Cc2cc(Cl)ncn2)c1F. RXN SMILES: [Br:1][CH:2]([Br:3])[CH3:4].[CH3:6][SiH:7]([CH3:8])[CH3:9].[Cl-:5].[Cl:10][c:11]1[c:12]([CH2:13][Br:14])[c:15]([F:20])[c:16]([CH3:19])[cH:17][cH:18]1.[Cl:21][c:22]1[n:23][cH:24][n:25][c:26]([Cl:28])[cH:27]1.[O:29]1[CH2:30][CH2:31][CH2:32][CH2:33]1.[OH2:35].[Zn:34]>>[Cl:10][c:11]1[c:12]([CH2:13][c:26]2[n:25][cH:24][n:23][c:22]([Cl:21])[cH:27]2)[c:15]([F:20])[c:16]([CH3:19])[cH:17][cH:18]1. Reaction SMILES: [C:49](=[O:50])([O-:51])[O-:52].[CH2:38]([CH3:39])[O:40][C:41](=[O:42])[CH:43]1[CH2:44][O:45][CH2:46][CH2:47][NH:48]1.[CH3:57][N:58]([CH3:59])[CH:60]=[O:61].[ClH:37].[F:1][C:2]([c:3]1[cH:4][c:5]([C:6](=[O:7])[N:8]2[CH:9]([CH2:19][c:20]3[cH:21][c:22]([CH3:27])[c:23]([CH3:26])[cH:24][cH:25]3)[CH2:10][N:11]([CH2:14][C:15]#[C:16][CH2:17][Cl:18])[CH2:12][CH2:13]2)[cH:28][c:29]([C:31]([F:32])([F:33])[F:34])[cH:30]1)([F:35])[F:36].[I-:56].[K+:53].[K+:54].[K+:55]>>[F:1][C:2]([c:3]1[cH:4][c:5]([C:6](=[O:7])[N:8]2[CH:9]([CH2:19][c:20]3[cH:21][c:22]([CH3:27])[c:23]([CH3:26])[cH:24][cH:25]3)[CH2:10][N:11]([CH2:14][C:15]#[C:16][CH2:17][N:48]3[CH:43]([C:41]([O:40][CH2:38][CH3:39])=[O:42])[CH2:44][O:45][CH2:46][CH2:47]3)[CH2:12][CH2:13]2)[cH:28][c:29]([C:31]([F:32])([F:33])[F:34])[cH:30]1)([F:35])[F:36]. The product is CCOC(=O)C1COCCN1CC#CCN1CCN(C(=O)c2cc(C(F)(F)F)cc(C(F)(F)F)c2)C(Cc2ccc(C)c(C)c2)C1. Starting materials: O=C([O-])[O-], CCOC(=O)C1COCCN1, CN(C)C=O, Cl, Cc1ccc(CC2CN(CC#CCCl)CCN2C(=O)c2cc(C(F)(F)F)cc(C(F)(F)F)c2)cc1C, [I-], [K+], [K+], [K+]. The reactants are O=C(Cl)OCC(Cl)(Cl)Cl, CC(C)(C)OC(=O)N1CCCC(N)C1, C1CCOC1, O, c1ccncc1. Product: CC(C)(C)OC(=O)N1CCCC(NC(=O)OCC(Cl)(Cl)Cl)C1. Reaction SMILES: [Cl:21][C:22](=[O:23])[O:24][CH2:25][C:26]([Cl:27])([Cl:28])[Cl:29].[NH2:1][CH:2]1[CH2:3][N:4]([C:8](=[O:9])[O:10][C:11]([CH3:12])([CH3:13])[CH3:14])[CH2:5][CH2:6][CH2:7]1.[O:31]1[CH2:32][CH2:33][CH2:34][CH2:35]1.[OH2:30].[cH:15]1[cH:16][cH:17][n:18][cH:19][cH:20]1>>[NH:1]([CH:2]1[CH2:3][N:4]([C:8](=[O:9])[O:10][C:11]([CH3:12])([CH3:13])[CH3:14])[CH2:5][CH2:6][CH2:7]1)[C:22](=[O:23])[O:24][CH2:25][C:26]([Cl:27])([Cl:28])[Cl:29]. Starting materials: CC1(C)CC2CC(C)(CN2C(=O)c2csc(C3CCN(C(=O)OC(C)(C)C)CC3)c2)C1, ClCCl, O=C(O)C(F)(F)F. Product: CC1(C)CC2CC(C)(CN2C(=O)c2csc(C3CCNCC3)c2)C1. As a reaction SMILES: [C:1]([O:2][C:3](=[O:4])[N:8]1[CH2:9][CH2:10][CH:11]([c:14]2[s:15][cH:16][c:17]([C:19](=[O:20])[N:21]3[CH:22]4[CH2:23][C:24]([CH3:30])([CH3:31])[CH2:25][C:26]([CH3:29])([CH2:27]3)[CH2:28]4)[cH:18]2)[CH2:12][CH2:13]1)([CH3:5])([CH3:6])[CH3:7].[Cl:39][CH2:40][Cl:41].[F:32][C:33]([F:34])([F:35])[C:36]([OH:37])=[O:38]>>[NH:8]1[CH2:9][CH2:10][CH:11]([c:14]2[s:15][cH:16][c:17]([C:19](=[O:20])[N:21]3[CH:22]4[CH2:23][C:24]([CH3:30])([CH3:31])[CH2:25][C:26]([CH3:29])([CH2:27]3)[CH2:28]4)[cH:18]2)[CH2:12][CH2:13]1. Yields the product O=C(C(=C1NCCCS1)[N+](=O)[O-])c1ccc([N+](=O)[O-])cc1. Starting materials: ClCCl, Cn1ccnc1, COCCOC, O=[N+]([O-])C=C1NCCCS1, O=[N+]([O-])c1ccc(CCl)cc1. RXN SMILES: [CH2:34]([Cl:35])[Cl:36].[CH3:12][n:13]1[cH:14][cH:15][n:16][cH:17]1.[CH3:28][O:29][CH2:30][CH2:31][O:32][CH3:33].[N+:18](=[O:19])([O-:20])[CH:21]=[C:22]1[S:23][CH2:24][CH2:25][CH2:26][NH:27]1.[N+:1](=[O:2])([O-:3])[c:4]1[cH:5][cH:6][c:7]([CH2:8][Cl:9])[cH:10][cH:11]1>>[N+:1](=[O:2])([O-:3])[c:4]1[cH:5][cH:6][c:7]([C:8]([C:21]([N+:18](=[O:19])[O-:20])=[C:22]2[S:23][CH2:24][CH2:25][CH2:26][NH:27]2)=[O:29])[cH:10][cH:11]1. Starting materials: CC1CC(NN=C1C1=C(C(=C(C=C1)C(C)=O)[N+](=O)[O-])NC)=O (5-methyl-6-(3-nitro-4-acetyl-methylamino-phenyl)-3-oxo-4,5-dihydro-2H-pyridazine), O.NN (hydrazine hydrate). Reagents/catalysts: [Ni] (Raney-nickel). The solvent is C(C)O (ethanol). Conditions: temperature 30 celsius. The product is CC1CC(NN=C1C1=C(C(=C(C=C1)C(C)=O)N)NC)=O (5-Methyl-6-(3-amino-4-acetyl-methylamino-phenyl)-3-oxo-4,5-dihydro-2H-pyridazine). Reaction SMILES: [CH3:1][CH:2]1[C:7]([C:8]2[CH:13]=[CH:12][C:11]([C:14](=[O:16])[CH3:15])=[C:10]([N+:17]([O-])=O)[C:9]=2[NH:20][CH3:21])=[N:6][NH:5][C:4](=[O:22])[CH2:3]1.O.NN>C(O)C.[Ni]>[CH3:1][CH:2]1[C:7]([C:8]2[CH:13]=[CH:12][C:11]([C:14](=[O:16])[CH3:15])=[C:10]([NH2:17])[C:9]=2[NH:20][CH3:21])=[N:6][NH:5][C:4](=[O:22])[CH2:3]1 |f:1.2|. Reported procedure: 0.65 gm of 5-methyl-6-(3-nitro-4-acetyl-methylamino-phenyl)-3-oxo-4,5-dihydro-2H-pyridazine were dissolved in 30 ml of ethanol and mixed with 0.5 ml of 80% hydrazine hydrate and 0.5 gm of Raney-nickel. The reaction mixture was heated at 30° C. for 10 minutes. After filtering off of the catalyst, the filtrate was mixed with glacial acetic acid and evaporated in vacuo. The residue was directly processed further.